describe an organic reaction: reactants, conditions, products, and yield From a dataset of the Open Reaction Database (ORD), a public repository of structured organic reaction records. The reactants are C(C)(=O)OC1=C(C=C(C=CC(=O)Cl)C=C1)OC (4-acetoxy-3-methoxycinnamoyl chloride), C(C=C)[C@@H]1C(CC[C@@H](C1)O)(C(=O)O)C (allyl cis-4-hydroxy-1-methyl-1-cyclohexanecarboxylic acid), N1=CC=CC=C1 (pyridine), resultant solution. The product is C(C)(=O)OC1=C(C=C(\C=C/C(=O)OC2CCC(CC2)(C(=O)OCC=C)C)C=C1)OC (allyl cis-4--(4-acetoxy-3-methoxycinnamoyloxy)-1-methyl-1-cyclohexanecarboxylate). As a reaction SMILES: [C:1]([O:4][C:5]1[CH:15]=[CH:14][C:8]([CH:9]=[CH:10][C:11](Cl)=[O:12])=[CH:7][C:6]=1[O:16][CH3:17])(=[O:3])[CH3:2].C([C@H:21]1[CH2:26][C@@H:25]([OH:27])[CH2:24][CH2:23][C:22]1([CH3:31])[C:28]([OH:30])=[O:29])C=C.N1C=C[CH:35]=[CH:34][CH:33]=1>>[C:1]([O:4][C:5]1[CH:15]=[CH:14][C:8](/[CH:9]=[CH:10]\[C:11]([O:27][CH:25]2[CH2:26][CH2:21][C:22]([CH3:31])([C:28]([O:30][CH2:35][CH:34]=[CH2:33])=[O:29])[CH2:23][CH2:24]2)=[O:12])=[CH:7][C:6]=1[O:16][CH3:17])(=[O:3])[CH3:2]. Procedure details: 2.3 g of 4-acetoxy-3-methoxycinnamoyl chloride, disclosed in the literature [K. Freudenberg and R. Dillenburg, Chem. Ber., 84, 67-70 (1951), was added to a solution of 1.8 g of allyl cis-4-hydroxy-1-methyl-1-cyclohexanecarboxylic acid (Example 7) in 70 ml of pyridine. The resultant solution was reacted at room temperature for 18 hours. After reaction, the solvent was removed in vacuo. To the residue, 150 ml of 2N hydrochloric acid was added. The resultant solution was extracted three times with ... Starting materials: C1CSCCN1, ClCCCOc1ccc(-c2nnc(CSCCOc3ccccc3)o2)cc1. The product is c1ccc(OCCSCc2nnc(-c3ccc(OCCCN4CCSCC4)cc3)o2)cc1. Reaction SMILES: [CH2:28]1[CH2:29][S:30][CH2:31][CH2:32][NH:33]1.[Cl:1][CH2:2][CH2:3][CH2:4][O:5][c:6]1[cH:7][cH:8][c:9](-[c:12]2[o:13][c:14]([CH2:17][S:18][CH2:19][CH2:20][O:21][c:22]3[cH:23][cH:24][cH:25][cH:26][cH:27]3)[n:15][n:16]2)[cH:10][cH:11]1>>[CH2:2]([CH2:3][CH2:4][O:5][c:6]1[cH:7][cH:8][c:9](-[c:12]2[o:13][c:14]([CH2:17][S:18][CH2:19][CH2:20][O:21][c:22]3[cH:23][cH:24][cH:25][cH:26][cH:27]3)[n:15][n:16]2)[cH:10][cH:11]1)[N:33]1[CH2:28][CH2:29][S:30][CH2:31][CH2:32]1.